Dataset: the Open Reaction Database (ORD), a public repository of structured organic reaction records. Task: describe an organic reaction: reactants, conditions, products, and yield The reactants are FC(C1=CC=C(C=C1)C1=CC=C(O1)C(C)=O)(F)F (1-(5-(4-(trifluoromethyl)phenyl)fur-2-yl)ethanone), ClC1=C(C=O)C=CC(=C1Cl)O (2,3-dichloro-4-hydroxybenzaldehyde). The product is ClC1=C(C=CC(=C1Cl)O)C=CC(=O)C=1OC(=CC1)C1=CC=C(C=C1)C(F)(F)F (3-(2,3-Dichloro-4-hydroxyphenyl)-1-(5-(4-(trifluoromethyl)phenyl)fur-2-yl)prop-2-en-1-one). As a reaction SMILES: [F:1][C:2]([F:18])([F:17])[C:3]1[CH:8]=[CH:7][C:6]([C:9]2[O:13][C:12]([C:14](=[O:16])[CH3:15])=[CH:11][CH:10]=2)=[CH:5][CH:4]=1.[Cl:19][C:20]1[C:27]([Cl:28])=[C:26]([OH:29])[CH:25]=[CH:24][C:21]=1[CH:22]=O>>[Cl:19][C:20]1[C:27]([Cl:28])=[C:26]([OH:29])[CH:25]=[CH:24][C:21]=1[CH:22]=[CH:15][C:14]([C:12]1[O:13][C:9]([C:6]2[CH:5]=[CH:4][C:3]([C:2]([F:17])([F:1])[F:18])=[CH:8][CH:7]=2)=[CH:10][CH:11]=1)=[O:16]. Procedure: 3-(2,3-Dichloro-4-hydroxyphenyl)-1-(5-(4-(trifluoromethyl)phenyl)fur-2-yl)prop-2-en-1-one is prepared from 1-(5-(4-(trifluoromethyl)phenyl)fur-2-yl)ethanone and 2,3-dichloro-4-hydroxybenzaldehyde according to general procedure B. The evaporation residue is washed with dichloromethane. The reactants are C[C@H]1[C@@H]([C@H]([C@H]([C@@H](O1)OC[C@@H]2[C@H]([C@@H]([C@@H]([C@@H](O2)OC3=CC(=C4C(=O)C[C@H](OC4=C3)C5=CC(=C(C=C5)OC)OC)O)O)O)O)O)O)O (Methylhesperidin), CC1C(C(C(C(O1)OCC2C(C(C(C(O2)OC3=C(OC4=CC(=CC(=C4C3=O)O)O)C5=CC(=C(C=C5)O)O)O)O)O)O)O)O (vitamin P). Product: C[C@H]1[C@@H]([C@H]([C@H]([C@@H](O1)OC[C@@H]2[C@H]([C@@H]([C@@H]([C@@H](O2)OC3=CC(=C4C(=O)C[C@H](OC4=C3)C5=CC(=C(C=C5)OC)OC)O)O)O)O)O)O)O (Methylhesperidin), C[C@H]1[C@@H]([C@H]([C@H]([C@@H](O1)OC[C@@H]2[C@H]([C@@H]([C@H]([C@@H](O2)OC=3C=C(C4=C(C3)O[C@@H](CC4=O)C=5C=CC(=C(C5)O)OC)O)O)O)O)O)O)O (hesperidin). Reaction SMILES: [CH3:1][C@@H:2]1[O:7][C@@H:6]([O:8][CH2:9][C@H:10]2[O:15][C@@H:14]([O:16][C:17]3[CH:27]=[C:26]4[C:20]([C:21]([CH2:23][C@@H:24]([C:28]5[CH:33]=[CH:32][C:31]([O:34][CH3:35])=[C:30]([O:36][CH3:37])[CH:29]=5)[O:25]4)=[O:22])=[C:19]([OH:38])[CH:18]=3)[C@@H:13]([OH:39])[C@@H:12]([OH:40])[C@@H:11]2[OH:41])[C@H:5]([OH:42])[C@H:4]([OH:43])[C@H:3]1[OH:44].CC1OC(OCC2OC(OC3C(=O)C4C(=CC(O)=CC=4O)OC=3C3C=CC(O)=C(O)C=3)C(O)C(O)C2O)C(O)C(O)C1O>>[CH3:1][C@@H:2]1[O:7][C@@H:6]([O:8][CH2:9][C@H:10]2[O:15][C@@H:14]([O:16][C:17]3[CH:27]=[C:26]4[C:20]([C:21]([CH2:23][C@@H:24]([C:28]5[CH:33]=[CH:32][C:31]([O:34][CH3:35])=[C:30]([O:36][CH3:37])[CH:29]=5)[O:25]4)=[O:22])=[C:19]([OH:38])[CH:18]=3)[C@@H:13]([OH:39])[C@@H:12]([OH:40])[C@@H:11]2[OH:41])[C@H:5]([OH:42])[C@H:4]([OH:43])[C@H:3]1[OH:44].[CH3:1][C@@H:2]1[O:7][C@@H:6]([O:8][CH2:9][C@H:10]2[O:15][C@@H:14]([O:16][C:17]3[CH:18]=[C:19]([OH:38])[C:20]4[C:21](=[O:22])[CH2:23][C@@H:24]([C:28]5[CH:33]=[CH:32][C:31]([O:34][CH3:35])=[C:30]([OH:36])[CH:29]=5)[O:25][C:26]=4[CH:27]=3)[C@H:13]([OH:39])[C@@H:12]([OH:40])[C@@H:11]2[OH:41])[C@H:5]([OH:42])[C@H:4]([OH:43])[C@H:3]1[OH:44]. Procedure: Methylhesperidin is popularly known as a soluble vitamin P and a food additive, and is not injurious to the health. Methylhesperidin is produced by methylating hesperidin. The methylation of hesperidin is described in, for example, C. W. Wilson's U.S. Pat. No. 2,425,291(1947); I. Sakieki: Nippon Kagaku Zasshi 79, 733-736, 736-740 and 1103-1107(1958); Ibid, 80, 419-423, 423-426(1959), and; Japanese Patent Publication No. 23,091/1961 (see also Chem. Abstr., 54, 4557i and 5632f, 55, 5481e and 58, P... The reactants are BrC=1C=NC=CC1C1=CC=CC=C1 (3-Bromo-4-phenylpyridine), C1(=CC=CC=C1)P(C1=C(C2=CC=CC=C2C=C1)C1=C(C=CC2=CC=CC=C12)P(C1=CC=CC=C1)C1=CC=CC=C1)C1=CC=CC=C1 (2,2′-bis(diphenylphosphino)-1,1′-binaphthyl), NC=1C=C2CN(C(C2=CC1)=O)CCCC (5-Amino-2-butylisoindolin-1-one), CC(C)([O-])C.[Na+] (sodium tert-butoxide). Reagents/catalysts: C=1C=CC(=CC1)/C=C/C(=O)/C=C/C2=CC=CC=C2.C=1C=CC(=CC1)/C=C/C(=O)/C=C/C2=CC=CC=C2.C=1C=CC(=CC1)/C=C/C(=O)/C=C/C2=CC=CC=C2.[Pd].[Pd] (tris(dibenzylideneacetone)dipalladium(0)). Solvent: C1(=CC=CC=C1)C (toluene), C(C)(=O)OCC (ethyl acetate), O (Water). Run at temperature 120 celsius. The product is C(CCC)N1C(C2=CC=C(C=C2C1)NC=1C=NC=CC1C1=CC=CC=C1)=O (2-butyl-5-(4-phenylpyridin-3-ylamino)isoindolin-1-one). The yield is 29.3%. Reaction SMILES: Br[C:2]1[CH:3]=[N:4][CH:5]=[CH:6][C:7]=1[C:8]1[CH:13]=[CH:12][CH:11]=[CH:10][CH:9]=1.C1(P(C2C=CC=CC=2)C2C=CC3C(=CC=CC=3)C=2C2C3C(=CC=CC=3)C=CC=2P(C2C=CC=CC=2)C2C=CC=CC=2)C=CC=CC=1.[NH2:60][C:61]1[CH:62]=[C:63]2[C:67](=[CH:68][CH:69]=1)[C:66](=[O:70])[N:65]([CH2:71][CH2:72][CH2:73][CH3:74])[CH2:64]2.CC(C)([O-])C.[Na+]>C1(C)C=CC=CC=1.C1C=CC(/C=C/C(/C=C/C2C=CC=CC=2)=O)=CC=1.C1C=CC(/C=C/C(/C=C/C2C=CC=CC=2)=O)=CC=1.C1C=CC(/C=C/C(/C=C/C2C=CC=CC=2)=O)=CC=1.[Pd].[Pd].C(OCC)(=O)C.O>[CH2:71]([N:65]1[CH2:64][C:63]2[C:67](=[CH:68][CH:69]=[C:61]([NH:60][C:2]3[CH:3]=[N:4][CH:5]=[CH:6][C:7]=3[C:8]3[CH:13]=[CH:12][CH:11]=[CH:10][CH:9]=3)[CH:62]=2)[C:66]1=[O:70])[CH2:72][CH2:73][CH3:74] |f:3.4,6.7.8.9.10|. Procedure details: 3-Bromo-4-phenylpyridine (125 mg, 0.534 mmol) was added to a suspension of 2,2′-bis(diphenylphosphino)-1,1′-binaphthyl (BINAP) (33 mg, 0.053 mmol) and tris(dibenzylideneacetone)dipalladium(0) (Pd2(dba)3) (49 mg, 0.053 mmol) in toluene (5 mL). 5-Amino-2-butylisoindolin-1-one (120 mg, 0.587 mmol) and sodium tert-butoxide (128 mg, 1.335 mmol) were added and the mixture was stirred and heated in the microwave (120° C., 300 W, 75 min). Water and ethyl acetate were added, the organic layer was separat... The reactants are Cc1ccc(Br)c(Cl)n1, ClC(Cl)Cl, O=C(OO)c1cccc(Cl)c1. Product: Cc1ccc(Br)c(Cl)[n+]1[O-]. Reaction SMILES: [Br:1][c:2]1[c:3]([Cl:9])[n:4][c:5]([CH3:8])[cH:6][cH:7]1.[Cl:21][CH:22]([Cl:23])[Cl:24].[OH:10][O:11][C:12]([c:13]1[cH:14][c:15]([Cl:16])[cH:17][cH:18][cH:19]1)=[O:20]>>[Br:1][c:2]1[c:3]([Cl:9])[n+:4]([O-:10])[c:5]([CH3:8])[cH:6][cH:7]1.